From a dataset of the Open Reaction Database (ORD), a public repository of structured organic reaction records. describe an organic reaction: reactants, conditions, products, and yield Reactants: O[C@H](C(=O)OCC1=CC=CC=C1)C(C1=CC=CC=C1)(C1=CC=CC=C1)OC (benzyl (S)-2-hydroxy-3-methoxy-3,3-diphenylpropionate), C(CO)(=O)O (glycolic acid). The reagents and catalysts are C1(=CC=C(C=C1)S(=O)(=O)O)C (para-toluenesulfonic acid). The solvent is ClCCl (dichloromethane). Product: C1(=CC=CC=C1)C1(OCC(O[C@@H]1C(=O)OCC1=CC=CC=C1)=O)C1=CC=CC=C1 (Benzyl (S)-5,5-diphenyl-2-oxo-1,4-dioxane-6-carboxylate). Isolated yield 54.0%. RXN SMILES: [OH:1][C@@H:2]([C:13]([O:26][CH3:27])([C:20]1[CH:25]=[CH:24][CH:23]=[CH:22][CH:21]=1)[C:14]1[CH:19]=[CH:18][CH:17]=[CH:16][CH:15]=1)[C:3]([O:5][CH2:6][C:7]1[CH:12]=[CH:11][CH:10]=[CH:9][CH:8]=1)=[O:4].C(O)(=O)[CH2:29][OH:30]>ClCCl.C1(C)C=CC(S(O)(=O)=O)=CC=1>[C:20]1([C:13]2([C:14]3[CH:15]=[CH:16][CH:17]=[CH:18][CH:19]=3)[C@@H:2]([C:3]([O:5][CH2:6][C:7]3[CH:12]=[CH:11][CH:10]=[CH:9][CH:8]=3)=[O:4])[O:1][C:29](=[O:30])[CH2:27][O:26]2)[CH:25]=[CH:24][CH:23]=[CH:22][CH:21]=1. Procedure: 38 g (100 mmol) of the benzyl (S)-2-hydroxy-3-methoxy-3,3-diphenylpropionate were added to 9.8 g (130 mmol) of glycolic acid, and the mixture was stirred with 300 mg of anhydrous para-toluenesulfonic acid at 70° C. on a rotary evaporator under reduced pressure for 20 minutes. The content of the flask was taken up in dichloromethane, the acid was separated off using sodium hydrogen sulfate solution, the organic phase was separated off and dried and the solvent was distilled off. The residue was r... The product is C(C)NC(NC1=CC(=C(C=N1)C=1C=C2C(C(=CN(C2=CC1)[C@H](CO)CC(C)C)C(=O)NC)=O)C=1SC=C(N1)C(F)(F)F)=O ((S)-6-(6-(3-ethylureido)-4-(4-(trifluoromethyl)thiazol-2-yl)pyridin-3-yl)-1-(1-hydroxy-4-methylpentan-2-yl)-N-methyl-4-oxo-1,4-dihydroquinoline-3-carboxamide). The reactants are C(C)NC(NC1=CC(=C(C=N1)C=1C=C2C(C(=CN(C2=CC1)[C@H](CO)CC(C)C)C(=O)OCC)=O)C=1SC=C(N1)C(F)(F)F)=O ((S)-ethyl 6-(6-(3-ethylureido)-4-(4-(trifluoromethyl)thiazol-2-yl)pyridin-3-yl)-1-(1-hydroxy-4-methylpentan-2-yl)-4-oxo-1,4-dihydroquinoline-3-carboxylate), CN (methylamine), C(C)O (ethanol). Isolated yield 80.0%. Procedure: A solution of (S)-ethyl 6-(6-(3-ethylureido)-4-(4-(trifluoromethyl)thiazol-2-yl)pyridin-3-yl)-1-(1-hydroxy-4-methylpentan-2-yl)-4-oxo-1,4-dihydroquinoline-3-carboxylate (Example 119, 280 mg, 0.44 mmol) in 33 wt. % methylamine solution in absolute ethanol (4 mL, 32.13 mmol) was heated in the microwave at 80° C. for 30 min The reaction mixture was concentrated under reduced pressure. Purification via column chromatography to provide (silica, 95:5 methylene chloride/methanol) gave (S)-6-(6-(3-ethyl... Reaction SMILES: [CH2:1]([NH:3][C:4](=[O:44])[NH:5][C:6]1[N:11]=[CH:10][C:9]([C:12]2[CH:13]=[C:14]3[C:19](=[CH:20][CH:21]=2)[N:18]([C@@H:22]([CH2:25][CH:26]([CH3:28])[CH3:27])[CH2:23][OH:24])[CH:17]=[C:16]([C:29]([O:31]CC)=O)[C:15]3=[O:34])=[C:8]([C:35]2[S:36][CH:37]=[C:38]([C:40]([F:43])([F:42])[F:41])[N:39]=2)[CH:7]=1)[CH3:2].[CH3:45][NH2:46].C(O)C>>[CH2:1]([NH:3][C:4](=[O:44])[NH:5][C:6]1[N:11]=[CH:10][C:9]([C:12]2[CH:13]=[C:14]3[C:19](=[CH:20][CH:21]=2)[N:18]([C@@H:22]([CH2:25][CH:26]([CH3:27])[CH3:28])[CH2:23][OH:24])[CH:17]=[C:16]([C:29]([NH:46][CH3:45])=[O:31])[C:15]3=[O:34])=[C:8]([C:35]2[S:36][CH:37]=[C:38]([C:40]([F:42])([F:41])[F:43])[N:39]=2)[CH:7]=1)[CH3:2]. Starting materials: CCOC(OCC)C(C)NCc1cccc2nccnc12, CC(C)(C)Oc1ccc(CC(NC(=O)OCC2c3ccccc3-c3ccccc32)C(=O)O)cc1. The product is CCOC(OCC)C(C)N(Cc1cccc2nccnc12)C(=O)C(Cc1ccc(OC(C)(C)C)cc1)NC(=O)OCC1c2ccccc2-c2ccccc21. RXN SMILES: [CH2:1]([CH3:2])[O:3][CH:4]([CH:5]([CH3:6])[NH:7][CH2:8][c:9]1[c:10]2[n:11][cH:12][cH:13][n:14][c:15]2[cH:16][cH:17][cH:18]1)[O:19][CH2:20][CH3:21].[cH:22]1[cH:23][cH:24][cH:25][c:26]2[c:34]1[CH:33]([CH2:35][O:36][C:37](=[O:38])[NH:39][CH:40]([C:41](=[O:42])[OH:43])[CH2:44][c:45]1[cH:46][cH:47][c:48]([O:51][C:52]([CH3:53])([CH3:54])[CH3:55])[cH:49][cH:50]1)[c:32]1[c:27]-2[cH:28][cH:29][cH:30][cH:31]1>>[CH2:1]([CH3:2])[O:3][CH:4]([CH:5]([CH3:6])[N:7]([CH2:8][c:9]1[c:10]2[n:11][cH:12][cH:13][n:14][c:15]2[cH:16][cH:17][cH:18]1)[C:41]([CH:40]([NH:39][C:37]([O:36][CH2:35][CH:33]1[c:32]2[c:27]([cH:28][cH:29][cH:30][cH:31]2)-[c:26]2[cH:25][cH:24][cH:23][cH:22][c:34]21)=[O:38])[CH2:44][c:45]1[cH:46][cH:47][c:48]([O:51][C:52]([CH3:53])([CH3:54])[CH3:55])[cH:49][cH:50]1)=[O:42])[O:19][CH2:20][CH3:21]. The reactants are Clc1ncc(Cl)c(Nc2ccc(Br)cc2)n1, O=C([O-])[O-], FC(F)(F)CCCBr, [K+], [K+], CN(C)C=O. The product is FC(F)(F)CCCN(c1ccc(Br)cc1)c1nc(Cl)ncc1Cl. Reaction SMILES: [Br:1][c:2]1[cH:3][cH:4][c:5]([NH:6][c:7]2[n:8][c:9]([Cl:14])[n:10][cH:11][c:12]2[Cl:13])[cH:15][cH:16]1.[C:25](=[O:26])([O-:27])[O-:28].[F:17][C:18]([CH2:19][CH2:20][CH2:21][Br:22])([F:23])[F:24].[K+:29].[K+:30].[O:31]=[CH:32][N:33]([CH3:34])[CH3:35]>>[Br:1][c:2]1[cH:3][cH:4][c:5]([N:6]([c:7]2[n:8][c:9]([Cl:14])[n:10][cH:11][c:12]2[Cl:13])[CH2:21][CH2:20][CH2:19][C:18]([F:17])([F:23])[F:24])[cH:15][cH:16]1. Reactants: [H][H] (hydrogen), COP(OC)(=O)CC(CCCCC)=O (dimethyl-(2-oxo-heptyl)phosphonate), [H-].[Na+] (sodium hydride), BrN1C(CCC1=O)=O (N-bromosuccinimide). Run in C1=CC=CC=C1 (benzene), C1=CC=CC=C1 (benzene). Run at time 15 minute. The product is carbanion, COP(OC)(=O)C(C(CCCCC)=O)Br (dimethyl-(1-bromo-2-oxo-heptyl)-phosphonate). Reaction SMILES: [CH3:1][O:2][P:3]([CH2:7][C:8](=[O:14])[CH2:9][CH2:10][CH2:11][CH2:12][CH3:13])(=[O:6])[O:4][CH3:5].[H-].[Na+].[H][H].[Br:19]N1C(=O)CCC1=O>C1C=CC=CC=1>[CH3:1][O:2][P:3]([CH:7]([Br:19])[C:8](=[O:14])[CH2:9][CH2:10][CH2:11][CH2:12][CH3:13])(=[O:6])[O:4][CH3:5] |f:1.2|. Reported procedure: A solution of 0.31 ml of dimethyl-(2-oxo-heptyl)phosphonate in 4 ml of benzene was added dropwise to a suspension of 43 mg of 80% sodium hydride in 5 ml of dry benzene until there was no more evolution of hydrogen. An hour afterwards, 0.255 g of N-bromosuccinimide was added and the mixture stirred for 15 minutes, giving the carbanion of dimethyl-(1-bromo-2-oxo-heptyl)-phosphonate. The aldehyde was then added and stirring continued for another 15 minutes. The organic phase was washed with water, ... The reactants are BrC1=NC=CC=C1OC (2-bromo-3-methoxypyridine), C#CCC (1-butyne), C(C)NCC (diethylamine). The reagents and catalysts are Cl[Pd]([P](C1=CC=CC=C1)(C2=CC=CC=C2)C3=CC=CC=C3)([P](C4=CC=CC=C4)(C5=CC=CC=C5)C6=CC=CC=C6)Cl (dichlorobis(triphenylphosphine)palladium), [Cu](I)I (copper iodide). Run at time 20 hour. Product: C(#CCC)C1=NC=CC(=C1)OC (2-(1-butynyl)-4-methoxypyridine). Reaction SMILES: Br[C:2]1[C:7]([O:8][CH3:9])=CC=CN=1.[CH:10]#[C:11][CH2:12]C.[CH2:14]([NH:16][CH2:17][CH3:18])[CH3:15]>Cl[Pd](Cl)([P](C1C=CC=CC=1)(C1C=CC=CC=1)C1C=CC=CC=1)[P](C1C=CC=CC=1)(C1C=CC=CC=1)C1C=CC=CC=1.[Cu](I)I>[C:15]([C:14]1[CH:2]=[C:7]([O:8][CH3:9])[CH:18]=[CH:17][N:16]=1)#[C:10][CH2:11][CH3:12] |^1:21,40|. Procedure: After adding dichlorobis(triphenylphosphine)palladium (II) (671 mg) and copper iodide (91 mg) to a solution of 2-bromo-3-methoxypyridine (18.0 g) in diethylamine (250 mL), 1-butyne (15.5 g) was bubbled through at room temperature, and the mixture was stirred for 20 hours. Upon completion of the reaction, the solvent was distilled off under reduced pressure. Water was added to the obtained residue, extraction was performed with ethyl acetate, the extract was washed with brine and dried over magne... The reactants are C(C)(C)C=1C=C(C=CC1)Br (3-isopropylbromobenzene), C1(CCCCC1)=O (cyclohexanone), [Mg] (magnesium), II (iodine), BrC(C)Br (dibromoethane). The solvent is O1CCCC1 (tetrahydrofuran), O1CCCC1 (THF), O1CCCC1 (THF). Conditions: temperature 70 celsius. The product is C(C)(C)C=1C=C(C=CC1)C1(CCCCC1)O (1-(3-isopropylphenyl)cyclohexanol). Yield: 63.2%. RXN SMILES: [Mg].II.BrC(Br)C.[CH:8]([C:11]1[CH:12]=[C:13](Br)[CH:14]=[CH:15][CH:16]=1)([CH3:10])[CH3:9].[C:18]1(=[O:24])[CH2:23][CH2:22][CH2:21][CH2:20][CH2:19]1>O1CCCC1>[CH:8]([C:11]1[CH:12]=[C:13]([C:18]2([OH:24])[CH2:23][CH2:22][CH2:21][CH2:20][CH2:19]2)[CH:14]=[CH:15][CH:16]=1)([CH3:10])[CH3:9]. Reported procedure: To 1.2 g (50 mmol) of magnesium turnings in 15 mL of dry THF is added a small crystal of iodine followed by 40 μL of dibromoethane. This mixture is placed in a water bath at 50° C. and 3-isopropylbromobenzene (5.0 g, 25 mmol) in 15 mL of dry tetrahydrofuran (THF) is added dropwise over 20 min, while the bath temperature is raised to 70° C. The mixture is stirred and refluxed for 40 additional min. The solution is cooled in an ice-water bath and cyclohexanone (2.0 mL, 19 mmol) in 10 mL of dry THF... The reactants are ClC1=NC(=CC2=CC=CC=C12)NC1=NNC=C1 ((1-chloro-isoquinolin-3-yl)-(1H-pyrazol-3-yl)-amine), CC1=C(C=CC=C1)O (2-methyl-phenol). The product is N1N=C(C=C1)NC=1N=C(C2=CC=CC=C2C1)OC1=C(C=CC=C1)C ((1H-pyrazol-3-yl)-(1-o-tolyloxy-isoquinolin-3-yl)-amine). RXN SMILES: Cl[C:2]1[C:11]2[C:6](=[CH:7][CH:8]=[CH:9][CH:10]=2)[CH:5]=[C:4]([NH:12][C:13]2[CH:17]=[CH:16][NH:15][N:14]=2)[N:3]=1.[CH3:18][C:19]1[CH:24]=[CH:23][CH:22]=[CH:21][C:20]=1[OH:25]>>[NH:15]1[CH:16]=[CH:17][C:13]([NH:12][C:4]2[N:3]=[C:2]([O:25][C:20]3[CH:21]=[CH:22][CH:23]=[CH:24][C:19]=3[CH3:18])[C:11]3[C:6]([CH:5]=2)=[CH:7][CH:8]=[CH:9][CH:10]=3)=[N:14]1. Reported procedure: Similar procedure as described in example 10 was used, starting from (1-chloro-isoquinolin-3-yl)-(1H-pyrazol-3-yl)-amine and 2-methyl-phenol to give (1H-pyrazol-3-yl)-(1-o-tolyloxy-isoquinolin-3-yl)-amine. LC-MS m/e 317(MH+). Starting materials: N(N)C1=NC2=CC=C(C=C2C=C1)SC=1C=C(C=CC1)C1(CCOCC1)C#N (4-[3-(2-Hydrazino-quinolin-6-ylsulfanyl)-phenyl]-tetrahydro-pyran-4-carbonitrile), FC1=CC=C(C=O)C=C1 (4-Fluorobenzaldehyde), C(C)(=O)O.C(C)(=O)O.IC1=CC=CC=C1 (Iodobenzene diacetate). Run in C(Cl)Cl (CH2Cl2). Conditions: time 4 hour. The product is FC1=CC=C(C=C1)C1=NN=C2N1C1=CC=C(C=C1C=C2)SC=2C=C(C=CC2)C2(CCOCC2)C#N (4-{3-[1-(4-Fluoro-phenyl)-[1,2,4]triazolo[4,3-a]quinolin-7-ylsulfanyl]-phenyl}-tetrahydro-pyran-4-carbonitrile). As a reaction SMILES: [NH:1]([C:3]1[CH:12]=[CH:11][C:10]2[C:5](=[CH:6][CH:7]=[C:8]([S:13][C:14]3[CH:15]=[C:16]([C:20]4([C:26]#[N:27])[CH2:25][CH2:24][O:23][CH2:22][CH2:21]4)[CH:17]=[CH:18][CH:19]=3)[CH:9]=2)[N:4]=1)[NH2:2].[F:28][C:29]1[CH:36]=[CH:35][C:32]([CH:33]=O)=[CH:31][CH:30]=1.C(O)(=O)C.C(O)(=O)C.IC1C=CC=CC=1>C(Cl)Cl>[F:28][C:29]1[CH:36]=[CH:35][C:32]([C:33]2[N:4]3[C:5]4[C:10]([CH:11]=[CH:12][C:3]3=[N:1][N:2]=2)=[CH:9][C:8]([S:13][C:14]2[CH:15]=[C:16]([C:20]3([C:26]#[N:27])[CH2:21][CH2:22][O:23][CH2:24][CH2:25]3)[CH:17]=[CH:18][CH:19]=2)=[CH:7][CH:6]=4)=[CH:31][CH:30]=1 |f:2.3.4|. Procedure: 5i (203 mg, 0.54 mmol) was suspended in CH2Cl2. 4-Fluorobenzaldehyde (0.07 mL, 0.65 mmol) was added, and the reaction was stirred at room temperature for 4 hours. Iodobenzene diacetate (176 mg, 0.54 mmol) was added, and the reaction was stirred overnight at room temperature. The reaction was adsorbed onto silica gel and concentrated, and then purified by silica gel chromatography (20-100% EtOAc in hexanes, followed by 0-10% MeOH in EtOAc) to give the desired product, 5j. The reactants are CC#CCOc1ccc(S(=O)(=O)NC(C(=O)OCC)C2(SCCO)CCN(Cc3ccccc3)CC2)cc1, CCCCP(CCCC)CCCC, C1CCOC1. The product is CC#CCOc1ccc(S(=O)(=O)N2CCSC3(CCN(Cc4ccccc4)CC3)C2C(=O)OCC)cc1. As a reaction SMILES: [CH2:1]([c:2]1[cH:3][cH:4][cH:5][cH:6][cH:7]1)[N:8]1[CH2:9][CH2:10][C:11]([S:14][CH2:15][CH2:16][OH:17])([CH:18]([C:19](=[O:20])[O:21][CH2:22][CH3:23])[NH:24][S:25](=[O:26])(=[O:27])[c:28]2[cH:29][cH:30][c:31]([O:34][CH2:35][C:36]#[C:37][CH3:38])[cH:32][cH:33]2)[CH2:12][CH2:13]1.[CH2:39]([P:40]([CH2:41][CH2:42][CH2:43][CH3:44])[CH2:45][CH2:46][CH2:47][CH3:48])[CH2:49][CH2:50][CH3:51].[CH2:52]1[O:53][CH2:54][CH2:55][CH2:56]1>>[CH2:1]([c:2]1[cH:3][cH:4][cH:5][cH:6][cH:7]1)[N:8]1[CH2:9][CH2:10][C:11]2([CH2:12][CH2:13]1)[S:14][CH2:15][CH2:16][N:24]([S:25](=[O:26])(=[O:27])[c:28]1[cH:29][cH:30][c:31]([O:34][CH2:35][C:36]#[C:37][CH3:38])[cH:32][cH:33]1)[CH:18]2[C:19](=[O:20])[O:21][CH2:22][CH3:23].